This data is from the Open Reaction Database (ORD), a public repository of structured organic reaction records. The task is: describe an organic reaction: reactants, conditions, products, and yield Starting materials: CC(=O)O, COc1cc(C)c2c(c1C)C(O)CC2, [Pd]. The product is COc1cc(C)c2c(c1C)CCC2. Reaction SMILES: [CH3:15][C:16](=[O:17])[OH:18].[CH3:1][c:2]1[c:3]2[c:7]([c:8]([CH3:13])[c:9]([O:11][CH3:12])[cH:10]1)[CH:6]([OH:14])[CH2:5][CH2:4]2.[Pd:19]>>[CH3:1][c:2]1[c:3]2[c:7]([c:8]([CH3:13])[c:9]([O:11][CH3:12])[cH:10]1)[CH2:6][CH2:5][CH2:4]2. Starting materials: COC(C1=C(C=C(C=C1)CNC(=O)[C@@H]1N[C@H]([C@]([C@H]1C1=C(C(=CC=C1)Cl)F)(C#N)C1=C(C=C(C=C1)Cl)F)CC(C)(C)C)OC)=O (rac-4-({[(2R,3S,4R,5S)-4-(4-chloro-2-fluoro-phenyl)-3-(3-chloro-2-fluoro-phenyl)-4-cyano-5-(2,2-dimethyl-propyl)-pyrrolidine-2-carbonyl]-amino}-methyl)-2-methoxy-benzoic acid methyl ester), C1CCOC1 (THF), O.[OH-].[Li+] (lithium hydroxide hydrate). Run in O (water). The product is ClC1=CC(=C(C=C1)[C@@]1([C@H]([C@@H](N[C@H]1CC(C)(C)C)C(=O)NCC1=CC(=C(C(=O)O)C=C1)OC)C1=C(C(=CC=C1)Cl)F)C#N)F (rac-4-({[(2R,3S,4R,5S)-4-(4-Chloro-2-fluoro-phenyl)-3-(3-chloro-2-fluoro-phenyl)-4-cyano-5-(2,2-dimethyl-propyl)-pyrrolidine-2-carbonyl]-amino}-methyl)-2-methoxy-benzoic acid). The yield is 90.3%. RXN SMILES: C[O:2][C:3](=[O:44])[C:4]1[CH:9]=[CH:8][C:7]([CH2:10][NH:11][C:12]([C@H:14]2[C@H:18]([C:19]3[CH:24]=[CH:23][CH:22]=[C:21]([Cl:25])[C:20]=3[F:26])[C@:17]([C:29]3[CH:34]=[CH:33][C:32]([Cl:35])=[CH:31][C:30]=3[F:36])([C:27]#[N:28])[C@H:16]([CH2:37][C:38]([CH3:41])([CH3:40])[CH3:39])[NH:15]2)=[O:13])=[CH:6][C:5]=1[O:42][CH3:43].C1COCC1.O.[OH-].[Li+]>O>[Cl:35][C:32]1[CH:33]=[CH:34][C:29]([C@@:17]2([C:27]#[N:28])[C@H:16]([CH2:37][C:38]([CH3:40])([CH3:41])[CH3:39])[NH:15][C@@H:14]([C:12]([NH:11][CH2:10][C:7]3[CH:8]=[CH:9][C:4]([C:3]([OH:44])=[O:2])=[C:5]([O:42][CH3:43])[CH:6]=3)=[O:13])[C@@H:18]2[C:19]2[CH:24]=[CH:23][CH:22]=[C:21]([Cl:25])[C:20]=2[F:26])=[C:30]([F:36])[CH:31]=1 |f:2.3.4|. Procedure details: In a manner similar to the method described in Example 380, rac-4-({[(2R,3S,4R,5S)-4-(4-chloro-2-fluoro-phenyl)-3-(3-chloro-2-fluoro-phenyl)-4-cyano-5-(2,2-dimethyl-propyl)-pyrrolidine-2-carbonyl]-amino}-methyl)-2-methoxy-benzoic acid methyl ester (75.2 mg, 0.117 mmol), was combined with THF (7 ml) and lithium hydroxide hydrate (33.5 mg, 0.798 mmol) in water (3.5 mL). It was stirred at room temperature to give rac-4-({[(2R,3S,4R,5S)-4-(4-Chloro-2-fluoro-phenyl)-3-(3-chloro-2-fluoro-phenyl)-4-cya... Reactants: CC1(OC[C@@H]([C@@H](O1)C1=CC=CC=C1)NC(=O)NC1=C(C=CC=C1)I)C (1-((4S,5S)-2,2-Dimethyl-4-phenyl-[1,3]dioxan-5-yl)-3-(2-iodo-phenyl)-urea), N1=CC(=CC=C1)B(O)O (pyridine-3-boronic acid), C([O-])([O-])=O.[Na+].[Na+] (sodium carbonate). Reagents/catalysts: C=1C=CC(=CC1)[P](C=2C=CC=CC2)(C=3C=CC=CC3)[Pd]([P](C=4C=CC=CC4)(C=5C=CC=CC5)C=6C=CC=CC6)([P](C=7C=CC=CC7)(C=8C=CC=CC8)C=9C=CC=CC9)[P](C=1C=CC=CC1)(C=1C=CC=CC1)C=1C=CC=CC1 (tetrakis(triphenylphosphine)palladium(0)). Run in COCCOC (ethylene glycol dimethyl ether), C(C)O (ethanol), COCCOC (ethylene glycol dimethyl ether). Conditions: temperature 80 celsius. Yields the product CC1(OC[C@@H]([C@@H](O1)C1=CC=CC=C1)NC(=O)NC1=C(C=CC=C1)C=1C=NC=CC1)C (1-((4S,5S)-2,2-Dimethyl-4-phenyl-[1,3]dioxan-5-yl)-3-(2-pyridin-3-yl-phenyl)-urea). The yield is 36.1%. Reaction SMILES: [CH3:1][C:2]1([CH3:25])[O:7][C@@H:6]([C:8]2[CH:13]=[CH:12][CH:11]=[CH:10][CH:9]=2)[C@@H:5]([NH:14][C:15]([NH:17][C:18]2[CH:23]=[CH:22][CH:21]=[CH:20][C:19]=2I)=[O:16])[CH2:4][O:3]1.[N:26]1[CH:31]=[CH:30][CH:29]=[C:28](B(O)O)[CH:27]=1.C(=O)([O-])[O-].[Na+].[Na+]>COCCOC.C(O)C.C1C=CC([P]([Pd]([P](C2C=CC=CC=2)(C2C=CC=CC=2)C2C=CC=CC=2)([P](C2C=CC=CC=2)(C2C=CC=CC=2)C2C=CC=CC=2)[P](C2C=CC=CC=2)(C2C=CC=CC=2)C2C=CC=CC=2)(C2C=CC=CC=2)C2C=CC=CC=2)=CC=1>[CH3:1][C:2]1([CH3:25])[O:7][C@@H:6]([C:8]2[CH:13]=[CH:12][CH:11]=[CH:10][CH:9]=2)[C@@H:5]([NH:14][C:15]([NH:17][C:18]2[CH:23]=[CH:22][CH:21]=[CH:20][C:19]=2[C:28]2[CH:27]=[N:26][CH:31]=[CH:30][CH:29]=2)=[O:16])[CH2:4][O:3]1 |f:2.3.4,^1:53,55,74,93|. Procedure details: To a reaction flask charged with 10.8 mg (0.0094 mmol) of tetrakis(triphenylphosphine)palladium(0) in ethylene glycol dimethyl ether (1.8 mL) under nitrogen was added 107 mg (0.24 mmol) of the product from Example 6. The resulting yellow solution was stirred for 15 min before the addition of 34.0 mg (0.28 mmol) of pyridine-3-boronic acid dissolved in ethanol (0.4 mL) and ethylene glycol dimethyl ether (0.2 mL), and the subsequent addition of 0.23 mL (0.47 mmol) of a 2 M sodium carbonate aqueous ... The reactants are FC1=C(C=CC=C1)O (2-fluorophenol), [Al+3].[Cl-].[Cl-].[Cl-] (AlCl3), ClCCCl (1,2-dichloroethane), C1(CCC(=O)O1)=O (succinic anhydride). Reaction conditions: temperature 85 celsius, time 24 hour. Yields the product OC1=C(C=C(C=C1)C(CCC(=O)OC)=O)F (4-Hydroxy-3-fluoro-gamma-oxobenzenebutanoic acid, methyl ester). As a reaction SMILES: [F:1][C:2]1[CH:7]=[CH:6][CH:5]=[CH:4][C:3]=1[OH:8].[Al+3].[Cl-].[Cl-].[Cl-].[C:13]1(=[O:19])[O:18][C:16](=[O:17])[CH2:15][CH2:14]1.Cl[CH2:21]CCl>>[OH:8][C:3]1[CH:4]=[CH:5][C:6]([C:16](=[O:17])[CH2:15][CH2:14][C:13]([O:18][CH3:21])=[O:19])=[CH:7][C:2]=1[F:1] |f:1.2.3.4|. Procedure: To a solution of 2-fluorophenol (22.4 g, 200 mmole) in 1,2-dichloroethane (250 ml) at 0° there was added AlCl3 (54 g, 400 mmole) and then succinic anhydride (20 g, 200 mmole). The reaction mixture was heated at 85° C. for 18 hours, then cooled, poured on ice and stirred for several hours at room temperature. The layers were separated and the aqueous layers extracted with CH2Cl2. The combined extracts were washed with water, dried (MgSO4) and evaporated to a semi-solid which was taken up in a sol... Reactants: C(C1=CC=CC=C1)(=O)C=1C=CC(NC1C=CN(C)C)=O (5-benzoyl-6-[2-(dimethylamino)ethenyl]-2(1H)-pyridinone), C(C)(=O)[O-].[NH4+] (ammonium acetate). Solvent: CN(C=O)C (dimethylformamide). Run at time 7 hour. Yields the product C1(=CC=CC=C1)C1=C2C=CC(NC2=CC=N1)=O (5-phenyl-1,6-naphthyridin-2(1H)-one). Isolated yield 56.8%. RXN SMILES: [C:1]([C:9]1[CH:10]=[CH:11][C:12](=[O:20])[NH:13][C:14]=1[CH:15]=[CH:16][N:17](C)C)(=O)[C:2]1[CH:7]=[CH:6][CH:5]=[CH:4][CH:3]=1.C([O-])(=O)C.[NH4+]>CN(C)C=O>[C:2]1([C:1]2[N:17]=[CH:16][CH:15]=[C:14]3[C:9]=2[CH:10]=[CH:11][C:12](=[O:20])[NH:13]3)[CH:7]=[CH:6][CH:5]=[CH:4][CH:3]=1 |f:1.2|. Procedure details: A mixture containing 13.4 g of 5-benzoyl-6-[2-(dimethylamino)ethenyl]-2(1H)-pyridinone, 100 ml of dimethylformamide and 12 g of ammonium acetate was heated with stirring on a steam bath for 7 hours and then concentrated on a rotary evaporator. The remaining solid residue was treated with 100 ml of water, the mixture filtered, the collected solid air-dried, recrystallized from ethanol and dried in a vacuum oven at 90°-95° C. to yield 6.3 g of 5-phenyl-1,6-naphthyridin-2(1H)-one, m.p. 261°-263° C. Starting materials: N1C=NC2=C1C=CC(=C2)N (1H-benzo[d]imidazol-5-amine), C(OC(C[N+]#[C-])(C)C)(OC)=O (1-isocyano-2-methylpropan-2-yl methyl carbonate), CC(C)([O-])C.[Na+] (sodium tert.-butoxide), FC1(CCN(CC1)C1=CC=C(C=O)C=C1)F (4-(4,4-difluoropiperidin-1-yl)benzaldehyde), C(C)OC(=O)CC(=O)O (2-(ethoxycarbonyl)acetic acid). Yields the product N1C=NC2=C1C=CC(=C2)N2C(CC(C2C2=CC=C(C=C2)N2CCC(CC2)(F)F)=O)=O (1-(1H-Benzo[d]imidazol-5-yl)-5-(4-(4,4-difluoropiperidin-1-yl)phenyl)-pyrrolidine-2,4-dione). As a reaction SMILES: [NH:1]1[C:5]2[CH:6]=[CH:7][C:8]([NH2:10])=[CH:9][C:4]=2[N:3]=[CH:2]1.[F:11][C:12]1([F:26])[CH2:17][CH2:16][N:15]([C:18]2[CH:25]=[CH:24][C:21]([CH:22]=O)=[CH:20][CH:19]=2)[CH2:14][CH2:13]1.C([O:29][C:30]([CH2:32][C:33](O)=[O:34])=O)C.C(=O)(OC)OC(C)(C)C[N+]#[C-].CC(C)([O-])C.[Na+]>>[NH:1]1[C:5]2[CH:6]=[CH:7][C:8]([N:10]3[CH:22]([C:21]4[CH:24]=[CH:25][C:18]([N:15]5[CH2:16][CH2:17][C:12]([F:26])([F:11])[CH2:13][CH2:14]5)=[CH:19][CH:20]=4)[C:30](=[O:29])[CH2:32][C:33]3=[O:34])=[CH:9][C:4]=2[N:3]=[CH:2]1 |f:4.5|. Procedure: The compound was synthesized starting from 1H-benzo[d]imidazol-5-amine (0.890 g, 6.69 mmol), 4-(4,4-difluoropiperidin-1-yl)benzaldehyde (1.5 g, 6.69 mmol), 2-(ethoxycarbonyl)acetic acid (0.883 g, 6.69 mmol), 1-isocyano-2-methylpropan-2-yl methyl carbonate (1.05 g, 6.69 mmol) and sodium tert.-butoxide (0.713 g, 6.35 mmol) according to method 3. Starting materials: CC(C)(C)OC(=O)CC(C(N)=O)c1ccc(OCc2cccc(-c3ccc(C(F)(F)F)cc3)c2)cc1, C1CCOC1, COc1ccc(P2(=S)SP(=S)(c3ccc(OC)cc3)S2)cc1. Product: CC(C)(C)OC(=O)CC(C(N)=S)c1ccc(OCc2cccc(-c3ccc(C(F)(F)F)cc3)c2)cc1. As a reaction SMILES: [C:23]([CH3:24])([CH3:25])([CH3:26])[O:27][C:28]([CH2:29][CH:30]([C:31](=[O:32])[NH2:33])[c:34]1[cH:35][cH:36][c:37]([O:40][CH2:41][c:42]2[cH:43][c:44](-[c:48]3[cH:49][cH:50][c:51]([C:54]([F:55])([F:56])[F:57])[cH:52][cH:53]3)[cH:45][cH:46][cH:47]2)[cH:38][cH:39]1)=[O:58].[CH2:59]1[O:60][CH2:61][CH2:62][CH2:63]1.[CH3:1][O:2][c:3]1[cH:4][cH:5][c:6]([P:7]2(=[S:10])[S:8][P:9]([c:11]3[cH:12][cH:13][c:14]([O:15][CH3:16])[cH:17][cH:18]3)(=[S:19])[S:20]2)[cH:21][cH:22]1>>[S:10]=[C:31]([CH:30]([CH2:29][C:28]([O:27][C:23]([CH3:24])([CH3:25])[CH3:26])=[O:58])[c:34]1[cH:35][cH:36][c:37]([O:40][CH2:41][c:42]2[cH:43][c:44](-[c:48]3[cH:49][cH:50][c:51]([C:54]([F:55])([F:56])[F:57])[cH:52][cH:53]3)[cH:45][cH:46][cH:47]2)[cH:38][cH:39]1)[NH2:33]. The reactants are CC(=O)OC(C)=O, CO, Cc1c(N)cccc1Cl, CC(Cl)(C(=O)Nc1ccccc1)[N+](=O)[O-], Nc1ccccc1. Yields the product CC(=O)Nc1ccccc1, O=[N+]([O-])O. RXN SMILES: [CH3:17][C:18](=[O:19])[O:20][C:21](=[O:22])[CH3:23].[CH3:39][OH:40].[Cl:1][c:2]1[c:3]([CH3:4])[c:5]([NH2:9])[cH:6][cH:7][cH:8]1.[Cl:24][C:25]([C:26](=[O:27])[NH:28][c:29]1[cH:30][cH:31][cH:32][cH:33][cH:34]1)([N+:35](=[O:36])[O-:37])[CH3:38].[NH2:10][c:11]1[cH:12][cH:13][cH:14][cH:15][cH:16]1>>[CH3:25][C:26](=[O:27])[NH:28][c:29]1[cH:30][cH:31][cH:32][cH:33][cH:34]1.[O-:19][N+:35](=[O:36])[OH:37].